Dataset: the Open Reaction Database (ORD), a public repository of structured organic reaction records. Task: describe an organic reaction: reactants, conditions, products, and yield The reactants are C(C=C)C1=C(C(=CC(=C1)CC)Br)O (2-allyl-6-bromo-4-ethylphenol), ClC=1C=C(C(=O)OO)C=CC1 (3-chloroperoxybenzoic acid), C([O-])([O-])=O.[K+].[K+] (potassium carbonate), Intermediate 9, C(C=C)Br (allyl bromide), C(C=C)C1=C(C(=CC(=C1)CC)Br)O (2-allyl-6-bromo-4-ethylphenol), C([O-])([O-])=O.[K+].[K+] (potassium carbonate), C(C=C)OCC=C (allyl ether), Intermediate 8, BrN1C(CCC1=O)=O (N-bromosuccinimide), BrC1=C(C=CC(=C1)CC)O (2-bromo-4-ethylphenol), C(C)C1=CC=C(C=C1)O (4-ethylphenol). The solvent is C1(=CC(=CC(=C1)C)C)C (mesitylene), C(C)#N (acetonitrile). Run at temperature 0 celsius, time 1 hour. Yields the product BrC1=CC(=CC=2CC(OC21)CO)CC ((±)-(7-bromo-5-ethyl-2,3-dihydro-1-benzofuran-2-yl)methanol). Isolated yield 37.4%. As a reaction SMILES: [CH2:1]([C:3]1[CH:8]=[CH:7][C:6]([OH:9])=[CH:5][CH:4]=1)[CH3:2].BrN1[C:15](=[O:16])[CH2:14][CH2:13]C1=O.[Br:18]C1C=C(CC)C=CC=1O.C(=O)([O-])[O-].[K+].[K+].C(Br)C=C.C(OCC=C)C=C.C(C1C=C(CC)C=C(Br)C=1O)C=C.ClC1C=C(C=CC=1)C(OO)=O>C(#N)C.C1(C)C=C(C)C=C(C)C=1>[Br:18][C:7]1[C:6]2[O:9][CH:14]([CH2:15][OH:16])[CH2:13][C:5]=2[CH:4]=[C:3]([CH2:1][CH3:2])[CH:8]=1 |f:3.4.5|. Procedure details: To a solution of 4-ethylphenol (10.0 g, 82.0 mmol) in acetonitrile (250 mL) cooled to 0° C. was slowly added N-bromosuccinimide (16.0 g, 90 mmol) and the reaction mixture was allowed to stir at 0° C. for 1 h. The solvent was removed in vacuo and the reaction mixture was diluted with ice water (500 mL) and diethyl ether (500 mL). A solid precipitate was removed via filtration and the aqueous phase was separated and extracted with ethyl ether (2×200 mL). The combined organic extracts were washed w... Reactants: BrC1=C(C=CC(=C1)F)C1N=C(NC(=C1C(=O)OCC)CBr)C=1SC=CN1 (Ethyl 4-(2-bromo-4-fluorophenyl)-6-(bromomethyl)-2-(thiazol-2-yl)-1,4-dihydropyrimidine-5-carboxylate), Cl.N1C[C@H](OCC1)CO ((S)-morpholin-2-ylmethanol hydrochloride). Yields the product BrC1=C(C=CC(=C1)F)C1N=C(NC(=C1C(=O)OCC)CN1C[C@H](OCC1)CO)C=1SC=CN1 (Ethyl 4-(2-bromo-4-fluorophenyl)-6-(((S)-2-(hydroxymethyl)morpholino)methyl)-2-(thiazol-2-yl)-1,4-dihydropyrimidine-5-carboxylate). Isolated yield 23.2%. As a reaction SMILES: [Br:1][C:2]1[CH:7]=[C:6]([F:8])[CH:5]=[CH:4][C:3]=1[CH:9]1[C:14]([C:15]([O:17][CH2:18][CH3:19])=[O:16])=[C:13]([CH2:20]Br)[NH:12][C:11]([C:22]2[S:23][CH:24]=[CH:25][N:26]=2)=[N:10]1.Cl.[NH:28]1[CH2:33][CH2:32][O:31][C@H:30]([CH2:34][OH:35])[CH2:29]1>>[Br:1][C:2]1[CH:7]=[C:6]([F:8])[CH:5]=[CH:4][C:3]=1[CH:9]1[C:14]([C:15]([O:17][CH2:18][CH3:19])=[O:16])=[C:13]([CH2:20][N:28]2[CH2:33][CH2:32][O:31][C@H:30]([CH2:34][OH:35])[CH2:29]2)[NH:12][C:11]([C:22]2[S:23][CH:24]=[CH:25][N:26]=2)=[N:10]1 |f:1.2|. Procedure: Ethyl 4-(2-bromo-4-fluorophenyl)-6-(bromomethyl)-2-(thiazol-2-yl)-1,4-dihydropyrimidine-5-carboxylate (1 g, 2 mmol) was reacted with (S)-morpholin-2-ylmethanol hydrochloride (0.34 g, 2.2 mmol) according to the procedure as described in Example 25, Step B to give the title compound as a yellow solid (0.25 g, 23%). The compound was characterized by the following spectroscopic data: The reactants are Cl (HCl), CON(C(=O)C1(CCC(CC1)=O)C(F)(F)F)C (4-Oxo-1-trifluoromethyl-cyclohexanecarboxylic acid methoxy-methyl-amide), O (water), [BH4-].[Na+] (NaBH4). The solvent is C(C)O (ethanol). Reaction conditions: time 1 hour. Product: CON(C(=O)C1(CCC(CC1)O)C(F)(F)F)C (4-Hydroxy-1-trifluoromethyl-cyclohexanecarboxylic acid methoxy-methyl-amide). The yield is 33.1%. Reaction SMILES: [CH3:1][O:2][N:3]([CH3:17])[C:4]([C:6]1([C:13]([F:16])([F:15])[F:14])[CH2:11][CH2:10][C:9](=[O:12])[CH2:8][CH2:7]1)=[O:5].[BH4-].[Na+].O.Cl>C(O)C>[CH3:1][O:2][N:3]([CH3:17])[C:4]([C:6]1([C:13]([F:14])([F:15])[F:16])[CH2:11][CH2:10][CH:9]([OH:12])[CH2:8][CH2:7]1)=[O:5] |f:1.2|. Reported procedure: 18.0 g (71.1 mmol) of 4-Oxo-1-trifluoromethyl-cyclohexanecarboxylic acid methoxy-methyl-amide (68) were dissolved in 350 ml of anhydrous ethanol and 2.96 g (78.2 mmol) of NaBH4 were added portionwise at −70° C. The mixture was then stirred for 1 h at ambient temperature, followed by addition of 500 ml of water. Initially, the pH was then adjusted to pH=4-5 using a 10% aqueous HCl-solution to remove remaining NaBH4. Afterwards, the pH was adjusted to pH=8 using saturated aqueous NaHCO3-solution a... Starting materials: C(C)(=O)Br (acetyl bromide), [C@@H]1([C@H](O)[C@H](O)[C@@H](CO)O1)N1C(=O)NC(=O)C=C1 (uridine), Br (HBr), C(C)(=O)O (acetic acid). The product is C(C)(=O)O[C@H]1[C@H]([C@@H](O[C@@H]1COC(C)=O)N1C(=O)NC(=O)C=C1)Br (3',5'-di-O-acetyl-2'-bromo-2'-deoxyuridine). Reaction SMILES: [C:1](Br)(=[O:3])[CH3:2].[BrH:5].[C:6]([OH:9])(=[O:8])[CH3:7].[C@@H:10]1([N:19]2[CH:26]=[CH:25][C:23](=[O:24])[NH:22][C:20]2=[O:21])[O:18][C@H:15]([CH2:16][OH:17])[C@@H:13](O)[C@H:11]1O>>[C:6]([O:9][C@@H:13]1[C@@H:15]([CH2:16][O:17][C:1](=[O:3])[CH3:2])[O:18][C@@H:10]([N:19]2[CH:26]=[CH:25][C:23](=[O:24])[NH:22][C:20]2=[O:21])[C@@H:11]1[Br:5])(=[O:8])[CH3:7]. Procedure: For example, addition of excess acetyl bromide (3.2 eq) plus 30% HBr in acetic acid (1.2 eq) to uridine at 55°-60° C. gave the desired 3',5'-di-O-acetyl-2'-bromo-2'-deoxyuridine 2 (FIG. 1; X=O in uridine and uridine derivatives) in excellent yield (>95%). 3',4'-Di-O-acetyl-2'-bromo-2'-deoxyuridine 2 was then reduced to 3 by tributyltin hydride (provided either as the premade compound or prepared by in situ generation through the reaction of tributyltin chloride with sodium borohydride) in absolu... Starting materials: C(C1=CC=CC=C1)O[C@H]1[C@@]2(O[C@@H]([C@@H]([C@@H]1OCC1=CC=CC=C1)OCC1=CC=CC=C1)COCC1=CC=CC=C1)OCCC=1C3=CC=CC(=C3SC12)CCl ((1S,3′R,4′S,5′S,6′R)-3′,4′,5′-tris-benzyloxy-6′-benzyloxymethyl-8-chloromethyl-3,3′,4,4′,5′,6′-hexahydro-spiro[2-oxa-9-thia-fluorene-1,2′-[2H]pyran]), C(C)C1=CC=C(C=C1)B(O)O (4-ethylphenylboronic acid), P(=O)([O-])([O-])[O-].[K+].[K+].[K+] (potassium phosphate), C1(=CC=CC=C1)P(C1=CC=CC=C1)C1=CC=CC=C1 (triphenylphosphine), C1(=CC=CC=C1)C (toluene), resultant solution. The reagents and catalysts are C(C)(=O)[O-].[Pd+2].C(C)(=O)[O-] (palladium acetate). Product: C(C1=CC=CC=C1)O[C@H]1[C@@]2(O[C@@H]([C@@H]([C@@H]1OCC1=CC=CC=C1)OCC1=CC=CC=C1)COCC1=CC=CC=C1)OCCC=1C3=CC=CC(=C3SC12)CC1=CC=C(C=C1)CC ((1S,3′R,4′S,5′S,6′R)-3′,4′,5′-tris-benzyloxy-6′-benzyloxymethyl-8-[(4-ethylphenyl)methyl]-3,3′,4,4′,5′,6′-hexahydro-spiro[2-oxa-9-thia-fluorene-1,2′-[2H]pyran]). The yield is 56.3%. RXN SMILES: [CH2:1]([O:8][C@@H:9]1[C@@H:14]([O:15][CH2:16][C:17]2[CH:22]=[CH:21][CH:20]=[CH:19][CH:18]=2)[C@@H:13]([O:23][CH2:24][C:25]2[CH:30]=[CH:29][CH:28]=[CH:27][CH:26]=2)[C@@H:12]([CH2:31][O:32][CH2:33][C:34]2[CH:39]=[CH:38][CH:37]=[CH:36][CH:35]=2)[O:11][C@@:10]21[C:51]1[S:50][C:49]3[C:44](=[CH:45][CH:46]=[CH:47][C:48]=3[CH2:52]Cl)[C:43]=1[CH2:42][CH2:41][O:40]2)[C:2]1[CH:7]=[CH:6][CH:5]=[CH:4][CH:3]=1.[CH2:54]([C:56]1[CH:61]=[CH:60][C:59](B(O)O)=[CH:58][CH:57]=1)[CH3:55].P([O-])([O-])([O-])=O.[K+].[K+].[K+].C1(P(C2C=CC=CC=2)C2C=CC=CC=2)C=CC=CC=1.C1(C)C=CC=CC=1>C([O-])(=O)C.[Pd+2].C([O-])(=O)C>[CH2:1]([O:8][C@@H:9]1[C@@H:14]([O:15][CH2:16][C:17]2[CH:22]=[CH:21][CH:20]=[CH:19][CH:18]=2)[C@@H:13]([O:23][CH2:24][C:25]2[CH:30]=[CH:29][CH:28]=[CH:27][CH:26]=2)[C@@H:12]([CH2:31][O:32][CH2:33][C:34]2[CH:39]=[CH:38][CH:37]=[CH:36][CH:35]=2)[O:11][C@@:10]21[C:51]1[S:50][C:49]3[C:44](=[CH:45][CH:46]=[CH:47][C:48]=3[CH2:52][C:59]3[CH:60]=[CH:61][C:56]([CH2:54][CH3:55])=[CH:57][CH:58]=3)[C:43]=1[CH2:42][CH2:41][O:40]2)[C:2]1[CH:7]=[CH:6][CH:5]=[CH:4][CH:3]=1 |f:2.3.4.5,8.9.10|. Procedure: Under a nitrogen stream, to a mixture of (1S,3′R,4′S,5′S,6′R)-3′,4′,5′-tris-benzyloxy-6′-benzyloxymethyl-8-chloromethyl-3,3′,4,4′,5′,6′-hexahydro-spiro[2-oxa-9-thia-fluorene-1,2′-[2H]pyran] (41 mg, 0.05 mmol), 4-ethylphenylboronic acid (13.0 mg, 0.08 mmol), potassium phosphate (21.0 mg, 1.00 mmol), palladium acetate (1.2 mg, 0.005 mmol) and triphenylphosphine (2.6 mg, 0.01 mmol) was added toluene (2.6 mg, 0.5 mmol), and the resultant solution was stirred for 4 hours at 80° C. Solvent was concent...